Task: describe an organic reaction: reactants, conditions, products, and yield. Dataset: the Open Reaction Database (ORD), a public repository of structured organic reaction records Reactants: C(C)(C)(C)OC(=O)N1CCC(CC1)N1N=CC(=C1)C=1C=NC(=C(C1)C=1N=CC2=CC=C(C=C2C1)C)N (4-{4-[6-amino-5-(6-methylisoquinolin-3-yl)-pyridin-3-yl]-pyrazol-1-yl}-piperidine-1-carboxylic acid tert-butyl ester), C(Cl)Cl (DCM), Cl (HCl), CCOCC (Et2O). Conditions: time 6 hour. The product is Cl.Cl.Cl.CC=1C=C2C=C(N=CC2=CC1)C=1C(=NC=C(C1)C=1C=NN(C1)C1CCNCC1)N (3-(6-Methylisoquinolin-3-yl)-5-(1-piperidin-4-yl-1H-pyrazol-4-yl)-pyridin-2-ylamine trihydrochloride). RXN SMILES: C(OC([N:8]1[CH2:13][CH2:12][CH:11]([N:14]2[CH:18]=[C:17]([C:19]3[CH:20]=[N:21][C:22]([NH2:36])=[C:23]([C:25]4[N:26]=[CH:27][C:28]5[C:33]([CH:34]=4)=[CH:32][C:31]([CH3:35])=[CH:30][CH:29]=5)[CH:24]=3)[CH:16]=[N:15]2)[CH2:10][CH2:9]1)=O)(C)(C)C.C(Cl)[Cl:38].[ClH:40].CCOCC>>[ClH:38].[ClH:40].[ClH:38].[CH3:35][C:31]1[CH:32]=[C:33]2[C:28](=[CH:29][CH:30]=1)[CH:27]=[N:26][C:25]([C:23]1[C:22]([NH2:36])=[N:21][CH:20]=[C:19]([C:17]3[CH:16]=[N:15][N:14]([CH:11]4[CH2:12][CH2:13][NH:8][CH2:9][CH2:10]4)[CH:18]=3)[CH:24]=1)=[CH:34]2 |f:4.5.6.7|. Reported procedure: To a solution of 4-{4-[6-amino-5-(6-methylisoquinolin-3-yl)-pyridin-3-yl]-pyrazol-1-yl}-piperidine-1-carboxylic acid tert-butyl ester (29.5 mg, 0.0609 mmol) in DCM (1.0 mL, 16 mmol) was added 1.0 M of HCl in Et2O (1.7 mL, 1.7 mmol), and the mixture was stirred at ambient temperature for 6 h. Almost immediately a yellow solid precipitated. The solvents were evaporated, and the residue was transferred into a vial and dried in vacuo overnight to give the title compound as yellow solid. It appeared ...